Dataset: the Open Reaction Database (ORD), a public repository of structured organic reaction records. Task: describe an organic reaction: reactants, conditions, products, and yield The reactants are C1CCOC1, COc1ccc(NC(=O)c2ccc(OC)c3oc4ccc(N)cc4c23)cc1, CC(=O)Cl, c1ccncc1. The product is COc1ccc(NC(=O)c2ccc(OC)c3oc4ccc(NC(C)=O)cc4c23)cc1. Reaction SMILES: [CH2:38]1[O:39][CH2:40][CH2:41][CH2:42]1.[CH3:1][O:2][c:3]1[cH:4][cH:5][c:6]([NH:9][C:10](=[O:11])[c:12]2[cH:13][cH:14][c:15]([O:26][CH3:27])[c:16]3[o:17][c:18]4[c:19]([c:20]23)[cH:21][c:22]([NH2:25])[cH:23][cH:24]4)[cH:7][cH:8]1.[CH3:28][C:29]([Cl:30])=[O:31].[cH:32]1[cH:33][cH:34][n:35][cH:36][cH:37]1>>[CH3:1][O:2][c:3]1[cH:4][cH:5][c:6]([NH:9][C:10](=[O:11])[c:12]2[cH:13][cH:14][c:15]([O:26][CH3:27])[c:16]3[o:17][c:18]4[c:19]([c:20]23)[cH:21][c:22]([NH:25][C:29]([CH3:28])=[O:31])[cH:23][cH:24]4)[cH:7][cH:8]1. Reactants: CCCS(=O)(=O)Cl, CCN(C(C)C)C(C)C, ClCCl, N#CCC(=O)Nc1cnc2c(ccn2S(=O)(=O)c2ccccc2)c1NC1CCNCC1. The product is CCCS(=O)(=O)N1CCC(Nc2c(NC(=O)CC#N)cnc3c2ccn3S(=O)(=O)c2ccccc2)CC1. RXN SMILES: [CH2:10]([CH2:11][CH3:12])[S:13](=[O:14])(=[O:15])[Cl:16].[CH:1]([N:2]([CH:3]([CH3:4])[CH3:5])[CH2:6][CH3:7])([CH3:8])[CH3:9].[Cl:48][CH2:49][Cl:50].[c:17]1([S:23](=[O:24])(=[O:25])[n:26]2[cH:27][cH:28][c:29]3[c:30]2[n:31][cH:32][c:33]([NH:42][C:43]([CH2:44][C:45]#[N:46])=[O:47])[c:34]3[NH:35][CH:36]2[CH2:37][CH2:38][NH:39][CH2:40][CH2:41]2)[cH:18][cH:19][cH:20][cH:21][cH:22]1>>[CH2:10]([CH2:11][CH3:12])[S:13](=[O:14])(=[O:15])[N:39]1[CH2:38][CH2:37][CH:36]([NH:35][c:34]2[c:29]3[cH:28][cH:27][n:26]([S:23]([c:17]4[cH:18][cH:19][cH:20][cH:21][cH:22]4)(=[O:24])=[O:25])[c:30]3[n:31][cH:32][c:33]2[NH:42][C:43]([CH2:44][C:45]#[N:46])=[O:47])[CH2:41][CH2:40]1. Starting materials: BrCCOC1CCCCO1, CCOC(=O)CP(=O)(OCC)OCC, CN(C)C=O, O. Yields the product CCOC(=O)C(CCOC1CCCCO1)P(=O)(OCC)OCC. Reaction SMILES: [Br:15][CH2:16][CH2:17][O:18][CH:19]1[O:20][CH2:21][CH2:22][CH2:23][CH2:24]1.[CH2:1]([CH3:2])[O:3][P:4](=[O:5])([O:6][CH2:7][CH3:8])[CH2:9][C:10](=[O:11])[O:12][CH2:13][CH3:14].[CH3:26][N:27]([CH3:28])[CH:29]=[O:30].[OH2:25]>>[CH2:1]([CH3:2])[O:3][P:4](=[O:5])([O:6][CH2:7][CH3:8])[CH:9]([C:10](=[O:11])[O:12][CH2:13][CH3:14])[CH2:16][CH2:17][O:18][CH:19]1[O:20][CH2:21][CH2:22][CH2:23][CH2:24]1. Starting materials: [Cs+].[F-], C1[C@H]([C@H]2[C@@H]([C@@]1(COC(=O)C)O)OC(O2)(C)C)N1C(c2c(C1=O)cccc2)=O. Reagents/catalysts: c1ccc(cc1)-c2c3ccccc3cc4ccccc24 (9-Phenylanthracene). Solvent: C1CCOC1 (THF). Reaction conditions: temperature 25 celsius, time 18 hour. Yields the product CC(=O)OC[C@@]1(F)C[C@H]([C@@H]2OC(C)(C)O[C@H]12)N3C(=O)c4ccccc4C3=O. Reaction SMILES: [F-:1].[Cs+].[CH3:2][C:3]([O:5][CH2:6][C@:7]1([C@H:16]([C@@H:10]2[C@H:9]([N:17]3[C:26](=[O:27])[c:25]([c:20]4[C:18]3=[O:19])[cH:24][cH:23][cH:22][cH:21]4)[CH2:8]1)[O:15][C:12]([CH3:14])([CH3:13])[O:11]2)O)=[O:4]>>[CH3:2][C:3]([O:5][CH2:6][C@@:7]1([C@H:16]([C@@H:10]2[C@H:9]([N:17]3[C:26](=[O:27])[c:25]([c:20]4[C:18]3=[O:19])[cH:24][cH:23][cH:22][cH:21]4)[CH2:8]1)[O:15][C:12]([CH3:14])([CH3:13])[O:11]2)[F:1])=[O:4]. The reactants are [H-].[Na+] (sodium hydride), ClC1=CC(=C(OC2=CC=C(C=C2)C2(OCC(O2)CO)CC=2NC=CN2)C=C1)C (2-[p-(4-chloro-2-methylphenoxy)phenyl]-2-(1-imidazolylmethyl)-4-hydroxymethyl-1,3-dioxolane), CI (methyl iodide). Solvent: ice water, N-dimethyl formamide. Product: ClC1=CC(=C(OC2=CC=C(C=C2)C2(OCC(O2)COC)CC=2NC=CN2)C=C1)C (2-[p-(4-Chloro-2-methylphenoxy)phenyl]-2- (1-imidazolyl-methyl)-4-methoxymethyl-1,3 -dioxolan). Reaction SMILES: [Cl:1][C:2]1[CH:27]=[CH:26][C:5]([O:6][C:7]2[CH:12]=[CH:11][C:10]([C:13]3([CH2:20][C:21]4[NH:22][CH:23]=[CH:24][N:25]=4)[O:17][CH:16]([CH2:18][OH:19])[CH2:15][O:14]3)=[CH:9][CH:8]=2)=[C:4]([CH3:28])[CH:3]=1.[H-].[Na+].[CH3:31]I>>[Cl:1][C:2]1[CH:27]=[CH:26][C:5]([O:6][C:7]2[CH:12]=[CH:11][C:10]([C:13]3([CH2:20][C:21]4[NH:25][CH:24]=[CH:23][N:22]=4)[O:17][CH:16]([CH2:18][O:19][CH3:31])[CH2:15][O:14]3)=[CH:9][CH:8]=2)=[C:4]([CH3:28])[CH:3]=1 |f:1.2|. Reported procedure: 16 parts of 2-[p-(4-chloro-2-methylphenoxy)phenyl]-2-(1-imidazolylmethyl)-4-hydroxymethyl-1,3-dioxolane are dissolved in 150 ml of N,,N-dimethyl formamide and then 1.9 parts of 55% sodium hydride dispersion are stirred in while introducing nitrogen. The mixture is heated for 2 hours to 80° C., then cooled to room temperature, treated dropwise, with stirring, with 6.3 parts of methyl iodide over 1 hour, then heated for 2 hours to 60° C., diluted with 800 ml of ice-water and extracted with three 3...